From a dataset of the Open Reaction Database (ORD), a public repository of structured organic reaction records. describe an organic reaction: reactants, conditions, products, and yield Reactants: C1CC2=CC=CC=C2NC1, C1=CN=C(N=C1Cl)Cl. The reagents and catalysts are C(=O)([O-])[O-].[Cs+].[Cs+], CC1(C2=C(C(=CC=C2)P(C3=CC=CC=C3)C4=CC=CC=C4)OC5=C1C=CC=C5P(C6=CC=CC=C6)C7=CC=CC=C7)C, C1=CC=C(C=C1)/C=C/C(=O)/C=C/C2=CC=CC=C2.C1=CC=C(C=C1)/C=C/C(=O)/C=C/C2=CC=CC=C2.C1=CC=C(C=C1)/C=C/C(=O)/C=C/C2=CC=CC=C2.[Pd].[Pd]. Run in CC1=CC=CC=C1. Run at temperature 120 celsius. Yields the product C1CC2=CC=CC=C2N(C1)C3=NC(=NC=C3)Cl. Yield: 7.3%. Procedure details: 2,4-dichloropyrimidine (200 mg, 1.34 mmol), 9,9-Dimethyl-4,5-bis(diphenylphosphino)xanthene (78 mg, 0.13 mmol), Tris(dibenzylideneacetone)dipalladium(0) (61.5 mg, 0.07 mmol) and Cesium carbonate (656 mg, 2.01 mmol) was added to a microwave vial. toluene (2 mL) was added. 1,2,3,4-tetrahydroquinoline (179 mg, 1.34 mmol) was added. Heated to 120ºC in microwave oven for 90min. Crude filtered through celite and then added to prepHPLC. 30-70% acetonitrile in water. Pure fractions pooled and then freez... Starting materials: Cl.CO (hydrochloric acid methanol), COCOC1=C2C(C=C(OC2=CC(=C1)OCOC)C)=S (5,7-bis(methoxymethoxy)-2-methylthiochromone), O (water). Solvent: C1CCOC1 (THF). Conditions: time 8 hour. Product: OC1=C2C(C=C(OC2=CC(=C1)O)C)=S (5,7-dihydroxy-2-methylthiochromone). Yield: 108.9%. Reaction SMILES: Cl.CO.COC[O:7][C:8]1[CH:17]=[C:16]([O:18]COC)[CH:15]=[C:14]2[C:9]=1[C:10](=[S:23])[CH:11]=[C:12]([CH3:22])[O:13]2.O>C1COCC1>[OH:7][C:8]1[CH:17]=[C:16]([OH:18])[CH:15]=[C:14]2[C:9]=1[C:10](=[S:23])[CH:11]=[C:12]([CH3:22])[O:13]2 |f:0.1|. Procedure details: Under cooling on ice, 70 ml of hydrochloric acid/methanol was added to 70 ml of 9.47 g of 5,7-bis(methoxymethoxy)-2-methylthiochromone (30.35 mmol) in THF, and the mixture was stirred overnight at room temperature. After addition of water, the reaction solution was extracted twice with ethyl acetate, and the organic layer was washed with saturated NaCl water and dried over sodium sulfate anhydride. The solvent was distilled off under reduced pressure, to give 6.88 g of 5,7-dihydroxy-2-methylthio...